This data is from the Open Reaction Database (ORD), a public repository of structured organic reaction records. The task is: describe an organic reaction: reactants, conditions, products, and yield The reactants are [Cl-].[Al+3].[Cl-].[Cl-] (aluminium chloride), ice water, ClCC(=O)Cl (chloroacetyl chloride), C(C)C=1C=CC(=C(C1)C1=CC=C(C=C1)OC)OC (5-ethyl-2,4'-dimethoxy-biphenyl). Run in ClCCCl (1.2-dichloroethane), ClCCCl (1,2-dichloroethane). Reaction conditions: time 1 hour. Yields the product ClCC(=O)C1=C(C=CC(=C1)C1=C(C=CC(=C1)CC)OC)O (2-chloroacetyl-4-(5-ethyl-2-methoxyphenyl)phenol). Reaction SMILES: [Cl-].[Al+3].[Cl-].[Cl-].[Cl:5][CH2:6][C:7](Cl)=[O:8].[CH2:10]([C:12]1[CH:13]=[CH:14][C:15]([O:26][CH3:27])=[C:16]([C:18]2[CH:23]=[CH:22][C:21]([O:24]C)=[CH:20][CH:19]=2)[CH:17]=1)[CH3:11]>ClCCCl>[Cl:5][CH2:6][C:7]([C:20]1[CH:19]=[C:18]([C:16]2[CH:17]=[C:12]([CH2:10][CH3:11])[CH:13]=[CH:14][C:15]=2[O:26][CH3:27])[CH:23]=[CH:22][C:21]=1[OH:24])=[O:8] |f:0.1.2.3|. Procedure details: A mixture was prepared by suspending 25 g of aluminium chloride into 100 ml of 1,2-dichloroethane. The mixture, wherein 5 ml chloroacetyl chloride was added, was stirred for 1 hour at room temperature, followed by dropwise addition of 5-ethyl-2,4'-dimethoxy-biphenyl, wherein 10 g of 1.2-dichloroethane was dropwise and stirred overnight at room temperature. The reaction mixture was transferred into ice water to extract with dichloroethane. The extract was washed with saturated salt water, dried w...